Dataset: the Open Reaction Database (ORD), a public repository of structured organic reaction records. Task: describe an organic reaction: reactants, conditions, products, and yield Starting materials: ClC1=C(C=CC=C1)C1=CN=C(S1)COC1=CC(=C(OCC(=O)OC)C=C1)C (methyl 2-(4-((5-(2-chlorophenyl)thiazol-2-yl)methoxy)-2-methylphenoxy)acetate), [Li+].[OH-] (LiOH), Cl (HCl). The solvent is O (H2O). Conditions: time 12 hour. Yields the product ClC1=C(C=CC=C1)C1=CN=C(S1)COC1=CC(=C(OCC(=O)O)C=C1)C (2-(4-((5-(2-chlorophenyl)thiazol-2-yl)methoxy)-2-methylphenoxy)acetic acid). As a reaction SMILES: [Cl:1][C:2]1[CH:7]=[CH:6][CH:5]=[CH:4][C:3]=1[C:8]1[S:12][C:11]([CH2:13][O:14][C:15]2[CH:26]=[CH:25][C:18]([O:19][CH2:20][C:21]([O:23]C)=[O:22])=[C:17]([CH3:27])[CH:16]=2)=[N:10][CH:9]=1.[Li+].[OH-].Cl>O>[Cl:1][C:2]1[CH:7]=[CH:6][CH:5]=[CH:4][C:3]=1[C:8]1[S:12][C:11]([CH2:13][O:14][C:15]2[CH:26]=[CH:25][C:18]([O:19][CH2:20][C:21]([OH:23])=[O:22])=[C:17]([CH3:27])[CH:16]=2)=[N:10][CH:9]=1 |f:1.2|. Procedure: The solution of methyl 2-(4-((5-(2-chlorophenyl)thiazol-2-yl)methoxy)-2-methylphenoxy)acetate from Step A is treated with a solution of 1 M LiOH in H2O (1 mL), and the mixture is stirred for 12 h at rt. The mixture is acidified with 1 M HCl (10 mL) and extracted with EtOAc (20 mL). The organic layer is dried (MgSO4), filtered, concentrated and purified on reverse phase HPLC(H2O/MeCN gradient) to afford the title compound E1 as a white solid: 1H-NMR (400 MHz, CDCl3) δ=7.96 (s, 1H), 7.50 (m, 2H), ... Starting materials: ClC=1C=CC(=NC1)[C@@](CC(=O)OC)(N[S@](=O)C(C)(C)C)C1=CC(=CC(=C1)C(F)(F)F)F ((S)-methyl 3-(5-chloropyridin-2-yl)-3-(3-fluoro-5-(trifluoromethyl)phenyl)-3-((R)-2-methylpropan-2-ylsulfinamido)propanoate), Cl (HCl). Solvent: CO (MeOH), CCOC(=O)C (EtOAc), O1CCOCC1 (dioxane). Conditions: time 30 minute. The product is N[C@@](CC(=O)OC)(C1=CC(=CC(=C1)C(F)(F)F)F)C1=NC=C(C=C1)Cl ((S)-methyl 3-amino-3-(5-chloropyridin-2-yl)-3-(3-fluoro-5-(trifluoromethyl)phenyl)propanoate). As a reaction SMILES: [Cl:1][C:2]1[CH:3]=[CH:4][C:5]([C@:8]([C:21]2[CH:26]=[C:25]([C:27]([F:30])([F:29])[F:28])[CH:24]=[C:23]([F:31])[CH:22]=2)([NH:14][S@@](C(C)(C)C)=O)[CH2:9][C:10]([O:12][CH3:13])=[O:11])=[N:6][CH:7]=1.Cl>CO.O1CCOCC1.CCOC(C)=O>[NH2:14][C@:8]([C:5]1[CH:4]=[CH:3][C:2]([Cl:1])=[CH:7][N:6]=1)([C:21]1[CH:26]=[C:25]([C:27]([F:28])([F:30])[F:29])[CH:24]=[C:23]([F:31])[CH:22]=1)[CH2:9][C:10]([O:12][CH3:13])=[O:11]. Reported procedure: (S)-methyl 3-(5-chloropyridin-2-yl)-3-(3-fluoro-5-(trifluoromethyl)phenyl)-3-((R)-2-methylpropan-2-ylsulfinamido)propanoate (0.075 g, 0.16 mmol) was dissolved in MeOH (2 mL). At RT, 4.0M HCl in dioxane (2 mL) was added and the reaction mixture stirred for 30 min. The reaction mixture was diluted with EtOAc (50 mL), transferred to a separation funnel and washed with 1.0M NaOH (ca.20 mL). The organic portion was dried over anhydrous Na2SO4, decanted and concentrated yielding (S)-methyl 3-amino-3-(... Starting materials: C(C1=CC=CC=C1)(=O)N1CCC(CC1)(C(=O)O)CC1=CC=CC=C1 (1-benzoyl-4-(phenylmethyl)-4-piperidinecarboxylic acid). Run in O (H2O). Conditions: time 18 hour. Yields the product C(C1=CC=CC=C1)(=O)N1CCC2(CC1)C(C1=CC=CC=C1C2)=O (1'-Benzoyl-1,3-dihydro-1-oxospiro-[2H-indene-2,4'-piperidine]). Isolated yield 62.2%. RXN SMILES: [C:1]([N:9]1[CH2:14][CH2:13][C:12]([CH2:18][C:19]2[CH:24]=[CH:23][CH:22]=[CH:21][CH:20]=2)([C:15](O)=[O:16])[CH2:11][CH2:10]1)(=[O:8])[C:2]1[CH:7]=[CH:6][CH:5]=[CH:4][CH:3]=1>O>[C:1]([N:9]1[CH2:14][CH2:13][C:12]2([CH2:18][C:19]3[C:20](=[CH:21][CH:22]=[CH:23][CH:24]=3)[C:15]2=[O:16])[CH2:11][CH2:10]1)(=[O:8])[C:2]1[CH:7]=[CH:6][CH:5]=[CH:4][CH:3]=1. Reported procedure: A solution of 6.14 g (19.0 mmoles) 1-benzoyl-4-(phenylmethyl)-4-piperidinecarboxylic acid in 61 ml concentrated sulfuzic acid was stirred 18 hours at room temperature to give a deep red solution. The solution was carefully diluted with ice-bath cooling with 300 ml H2O and extracted with 3×300 ml ethyl acetate. The extract was washed with 25 ml water and brine, dried, and the solvent wam removed in vacuo to give a white foam. The foam was stirred under ether and filtered off to give 3.61 g (62%) ... Reactants: C(CCCCCC)C=1C=NC(=NC1)C1=CC=C(C(=O)O)C=C1 (4-(5-heptylpyrimidin-2-yl)-benzoic acid), C(#N)C1=C(C=CC(=C1)CCCCCCCCCC)O (2-cyano-4-decylphenol), C1(CCCCC1)N=C=NC1CCCCC1 (dicyclohexylcarbodiimide). Product: C(CCCCCC)C=1C=NC(=NC1)C1=CC=C(C(=O)OC2=C(C=C(C=C2)CCCCCCCCCC)C#N)C=C1 (2-Cyano-4-decylphenyl 4-(5-heptylpyrimidin-2-yl)-benzoate). As a reaction SMILES: [CH2:1]([C:8]1[CH:9]=[N:10][C:11]([C:14]2[CH:22]=[CH:21][C:17]([C:18]([OH:20])=[O:19])=[CH:16][CH:15]=2)=[N:12][CH:13]=1)[CH2:2][CH2:3][CH2:4][CH2:5][CH2:6][CH3:7].[C:23]([C:25]1[CH:30]=[C:29]([CH2:31][CH2:32][CH2:33][CH2:34][CH2:35][CH2:36][CH2:37][CH2:38][CH2:39][CH3:40])[CH:28]=[CH:27][C:26]=1O)#[N:24].C1(N=C=NC2CCCCC2)CCCCC1>>[CH2:1]([C:8]1[CH:9]=[N:10][C:11]([C:14]2[CH:22]=[CH:21][C:17]([C:18]([O:20][C:26]3[CH:27]=[CH:28][C:29]([CH2:31][CH2:32][CH2:33][CH2:34][CH2:35][CH2:36][CH2:37][CH2:38][CH2:39][CH3:40])=[CH:30][C:25]=3[C:23]#[N:24])=[O:19])=[CH:16][CH:15]=2)=[N:12][CH:13]=1)[CH2:2][CH2:3][CH2:4][CH2:5][CH2:6][CH3:7]. Procedure details: 29.8 g of 4-(5-heptylpyrimidin-2-yl)-benzoic acid (obtained from 4-(5-heptylpyrimidin-2-yl)-benzonitrile by saponification) and 25.9 g of 2-cyano-4-decylphenol are esterified with one another as described in Example 22 with addition of 21.0 g of dicyclohexylcarbodiimide. 2-Cyano-4-decylphenyl 4-(5-heptylpyrimidin-2-yl)-benzoate is obtained. Starting materials: [OH-].[Na+] (NaOH), solution, O1N=C(C=C1)C1=NC(=NO1)C(=O)OCC (Ethyl 5-(isoxazol-3-yl)-1,2,4-oxadiazole-3-carboxylate). The solvent is C(C)O (ethanol). Reaction conditions: temperature 0 celsius, time 8 hour. Product: O1N=C(C=C1)C1=NC(=NO1)C(=O)O (5-(Isoxazol-3-yl)-1,2,4-oxadiazole-3-carboxylic acid). Isolated yield 155.5%. As a reaction SMILES: [O:1]1[CH:5]=[CH:4][C:3]([C:6]2[O:10][N:9]=[C:8]([C:11]([O:13]CC)=[O:12])[N:7]=2)=[N:2]1.[OH-].[Na+]>C(O)C>[O:1]1[CH:5]=[CH:4][C:3]([C:6]2[O:10][N:9]=[C:8]([C:11]([OH:13])=[O:12])[N:7]=2)=[N:2]1 |f:1.2|. Procedure details: Ethyl 5-(isoxazol-3-yl)-1,2,4-oxadiazole-3-carboxylate (1.893 mmol, 0.396 g) was dissolved in ethanol (5 ml) and cooled to 0° C. with an ice bath. NaOH 1 M solution (4 ml) was slowly added and the mixture was heated to 60° C. for 3 h. Ethanol was evaporated and the residue was diluted with MTBE. The mixture was cooled to 0° C. and acidified by adding 2 M HCl. The mixture was stirred at RT overnight. Water was added and the phases were separated and the water phase was evaporated. 0.533 g of the ...